This data is from the Open Reaction Database (ORD), a public repository of structured organic reaction records. The task is: describe an organic reaction: reactants, conditions, products, and yield The product is ClC=1C=CC2=C(C(=NCC=3N2C(=NN3)CNCC#C)C3=C(C=CC=C3F)F)C1 (8-chloro-1-[[(2-propynyl)amino]methyl]-6-(2,6-difluorophenyl)-4H-s-triazolo[4,3-a][1,4]benzodiazepine). RXN SMILES: [Cl:1][C:2]1[CH:3]=[CH:4][C:5]2[N:11]3[C:12]([CH2:15]Cl)=[N:13][N:14]=[C:10]3[CH2:9][N:8]=[C:7]([C:17]3[C:22]([F:23])=[CH:21][CH:20]=[CH:19][C:18]=3[F:24])[C:6]=2[CH:25]=1.[CH2:26]([NH2:29])[C:27]#[CH:28].[I-].[K+]>CN(C)C=O>[Cl:1][C:2]1[CH:3]=[CH:4][C:5]2[N:11]3[C:12]([CH2:15][NH:29][CH2:26][C:27]#[CH:28])=[N:13][N:14]=[C:10]3[CH2:9][N:8]=[C:7]([C:17]3[C:18]([F:24])=[CH:19][CH:20]=[CH:21][C:22]=3[F:23])[C:6]=2[CH:25]=1 |f:2.3|. Procedure: In the manner given in Preparation 19, 8 -chloro-1-(chloromethyl)-6-(2,6-difluorophenyl)-4H-s-triazolo[4,3-a][1,4]benzodiazepine in dimethylformamide is reacted at room temperature with propargylamine in the presence of potassium iodide to give 8-chloro-1-[[(2-propynyl)amino]methyl]-6-(2,6-difluorophenyl)-4H-s-triazolo[4,3-a][1,4]benzodiazepine. Preparation 24 8 -Nitro-1-[[(2-propynyl)amino]methyl]-6(o-chlorophenyl)-4H-s-triazolo[4,3-a][1,4]benzodiazepine Run in CN(C=O)C (dimethylformamide). Reactants: C(C#C)N (propargylamine), [I-].[K+] (potassium iodide), ClC=1C=CC2=C(C(=NCC=3N2C(=NN3)CCl)C3=C(C=CC=C3F)F)C1 (8 -chloro-1-(chloromethyl)-6-(2,6-difluorophenyl)-4H-s-triazolo[4,3-a][1,4]benzodiazepine). Starting materials: BrC1=NN=C2N1CCN(C2)C(=O)C2=C(C(=CC=C2)C(F)(F)F)Cl (3-Bromo-7-{[2-chloro-3-(trifluoromethyl)phenyl]carbonyl}-5,6,7,8-tetrahydro[1,2,4]triazolo[4,3-a]pyrazine), CB1OB(OB(O1)C)C (trimethylboroxine), C([O-])([O-])=O.[K+].[K+] (potassium carbonate). Reagents/catalysts: C=1C=CC(=CC1)[P](C=2C=CC=CC2)(C=3C=CC=CC3)[Pd]([P](C=4C=CC=CC4)(C=5C=CC=CC5)C=6C=CC=CC6)([P](C=7C=CC=CC7)(C=8C=CC=CC8)C=9C=CC=CC9)[P](C=1C=CC=CC1)(C=1C=CC=CC1)C=1C=CC=CC1 (tetrakis(triphenylphosphine)palladium(0)). The solvent is O (water), O1CCOCC1 (1,4-dioxane). Conditions: temperature 110 celsius. The product is ClC1=C(C=CC=C1C(F)(F)F)C(=O)N1CC=2N(CC1)C(=NN2)C (7-{[2-chloro-3-(trifluoromethyl)phenyl]carbonyl}-3-methyl-5,6,7,8-tetrahydro[1,2,4]triazolo[4,3-a]pyrazine). As a reaction SMILES: Br[C:2]1[N:6]2[CH2:7][CH2:8][N:9]([C:11]([C:13]3[CH:18]=[CH:17][CH:16]=[C:15]([C:19]([F:22])([F:21])[F:20])[C:14]=3[Cl:23])=[O:12])[CH2:10][C:5]2=[N:4][N:3]=1.[CH3:24]B1OB(C)OB(C)O1.C(=O)([O-])[O-].[K+].[K+]>O1CCOCC1.O.C1C=CC([P]([Pd]([P](C2C=CC=CC=2)(C2C=CC=CC=2)C2C=CC=CC=2)([P](C2C=CC=CC=2)(C2C=CC=CC=2)C2C=CC=CC=2)[P](C2C=CC=CC=2)(C2C=CC=CC=2)C2C=CC=CC=2)(C2C=CC=CC=2)C2C=CC=CC=2)=CC=1>[Cl:23][C:14]1[C:15]([C:19]([F:22])([F:21])[F:20])=[CH:16][CH:17]=[CH:18][C:13]=1[C:11]([N:9]1[CH2:8][CH2:7][N:6]2[C:2]([CH3:24])=[N:3][N:4]=[C:5]2[CH2:10]1)=[O:12] |f:2.3.4,^1:49,51,70,89|. Procedure details: 3-Bromo-7-{[2-chloro-3-(trifluoromethyl)phenyl]carbonyl}-5,6,7,8-tetrahydro[1,2,4]triazolo[4,3-a]pyrazine (150 mg, 0.366 mmol, e.g. see Example 1 for methods of preparation) was dissolved in 1,4-dioxane (3 mL) and treated with trimethylboroxine (55.2 mg, 0.439 mmol, commercially available e.g. from Sigma-Aldrich or Thermo Fischer Scientific), potassium carbonate (76 mg, 0.549 mmol) and tetrakis(triphenylphosphine)palladium(0) (42.3 mg, 0.037 mmol). The reaction mixture, under argon, was heated a... Starting materials: CCN, COc1ccc(S(=O)(=O)Cl)cc1, ClCCl. Yields the product CCNS(=O)(=O)c1ccc(OC)cc1. RXN SMILES: [CH3:13][CH2:14][NH2:15].[CH3:1][O:2][c:3]1[cH:4][cH:5][c:6]([S:9](=[O:10])(=[O:11])[Cl:12])[cH:7][cH:8]1.[Cl:16][CH2:17][Cl:18]>>[CH3:1][O:2][c:3]1[cH:4][cH:5][c:6]([S:9](=[O:10])(=[O:11])[NH:15][CH2:14][CH3:13])[cH:7][cH:8]1.